describe an organic reaction: reactants, conditions, products, and yield From a dataset of the Open Reaction Database (ORD), a public repository of structured organic reaction records. Reactants: C(Cl)(Cl)Cl (chloroform), NC(C(=O)O)CC(C)C (2-amino-4-methyl pentanoic acid), NC(C(=O)O)C(CC)C (2-amino-3-methyl pentanoic acid), N(=O)[O-].[Na+] (sodium nitrite). The solvent is Cl (HCl). Conditions: time 5.5 hour. Product: Cl[C@H](C(=O)O)[C@H](CC)C ((2S,3S)-2-chloro-3-methyl pentanoic acid). RXN SMILES: NC(CC(C)C)C(O)=O.N[CH:11]([CH:15]([CH3:18])[CH2:16][CH3:17])[C:12]([OH:14])=[O:13].N([O-])=O.[Na+].C(Cl)(Cl)[Cl:24]>Cl>[Cl:24][C@@H:11]([C@@H:15]([CH3:18])[CH2:16][CH3:17])[C:12]([OH:14])=[O:13] |f:2.3|. Procedure: 78.7 g (0.6 mole) 2-amino-4-methyl pentanoic acid (preparation example 1) or 0.6 mole 2-amino-3-methyl pentanoic acid (preparation example 2) was dissolved in 700 ml 6N HCl. Total 91 g (1.3 mole) sodium nitrite powder was divided into several portions and were added To the solution in a span of 2 hours while an ice bath was used. The reaction was carried out for 5-6 hours at 0°-5° C., the reaction mixture was extracted with ethyl ether for three times, washed with saturated NaCl aqueous solution... Reactants: C1=C(C=CC2=CC=CC=C12)C=CC(C=CC1=CC2=CC=CC=C2C=C1)=O (1,5-bis(2-naphthyl)-1,4-pentadien-3-one), C(=N)(N)NN.Cl (aminoguanidine hydrochloride). Reagents/catalysts: Cl (hydrochloric acid). Solvent: C(C)O (ethanol). Yields the product Cl.C(N)(=N)NN=C(C=CC1=CC2=CC=CC=C2C=C1)C=CC1=CC2=CC=CC=C2C=C1 (1,5-Bis(2-Naphthyl)- 1,4-pentadien-3-one Amidinohydrazone Hydrochloride). RXN SMILES: [CH:1]1[C:10]2[C:5](=[CH:6][CH:7]=[CH:8][CH:9]=2)[CH:4]=[CH:3][C:2]=1[CH:11]=[CH:12][C:13](=O)[CH:14]=[CH:15][C:16]1[CH:25]=[CH:24][C:23]2[C:18](=[CH:19][CH:20]=[CH:21][CH:22]=2)[CH:17]=1.[C:27]([NH:30][NH2:31])([NH2:29])=[NH:28].[ClH:32]>Cl.C(O)C>[ClH:32].[C:27]([NH:30][N:31]=[C:13]([CH:14]=[CH:15][C:16]1[CH:25]=[CH:24][C:23]2[C:18](=[CH:19][CH:20]=[CH:21][CH:22]=2)[CH:17]=1)[CH:12]=[CH:11][C:2]1[CH:3]=[CH:4][C:5]2[C:10](=[CH:9][CH:8]=[CH:7][CH:6]=2)[CH:1]=1)(=[NH:28])[NH2:29] |f:1.2,5.6|. Procedure details: Utilizing the general procedure of Example 1, 6.9 grams of 1,5-bis(2-naphthyl)-1,4-pentadien-3-one, 2.5 grams of aminoguanidine hydrochloride, 5 drops of concentrated hydrochloric acid, and 250 ml. of ethanol, and employing a 16 hour reflux period, 6.4 g. of the above compound is obtained, melting at 232°-234° C.